The task is: describe an organic reaction: reactants, conditions, products, and yield. This data is from the Open Reaction Database (ORD), a public repository of structured organic reaction records. Reactants: CC(C)(C)OC(=O)N1CCCC(CCCOS(C)(=O)=O)C1, O=C1NC(=O)c2ccccc21, [K], CN(C)C=O. The product is CC(C)(C)OC(=O)N1CCCC(CCCN2C(=O)c3ccccc3C2=O)C1. RXN SMILES: [C:13]([CH3:14])([CH3:15])([CH3:16])[O:17][C:18](=[O:19])[N:20]1[CH2:21][CH:22]([CH2:26][CH2:27][CH2:28][O:29][S:30]([CH3:31])(=[O:32])=[O:33])[CH2:23][CH2:24][CH2:25]1.[C:1]1(=[O:11])[c:2]2[c:3]([cH:7][cH:8][cH:9][cH:10]2)[C:4](=[O:6])[NH:5]1.[K:12].[O:34]=[CH:35][N:36]([CH3:37])[CH3:38]>>[C:1]1(=[O:11])[c:2]2[c:3]([cH:7][cH:8][cH:9][cH:10]2)[C:4](=[O:6])[N:5]1[CH2:28][CH2:27][CH2:26][CH:22]1[CH2:21][N:20]([C:18]([O:17][C:13]([CH3:14])([CH3:15])[CH3:16])=[O:19])[CH2:25][CH2:24][CH2:23]1. Reactants: OC(C(Cl)(Cl)Cl)NC(C1=CN=CC=C1)=O (N-(1-hydroxy-2,2,2-trichloroethyl)nicotinamide), C(C)(CC)S (sec-butylmercaptan), C([O-])(O)=O.[Na+] (sodium bicarbonate), S(=O)(Cl)Cl (thionyl chloride), ClC(C(Cl)(Cl)Cl)NC(C1=CN=CC=C1)=O (N-(1,2,2,2-tetrachloroethyl)nicotinamide). Solvent: C1=CC=CC=C1 (benzene), C(C)N(CC)CC (triethylamine). Run at time 8 hour. The product is C(C)(CC)SC(C(Cl)(Cl)Cl)NC(C1=CN=CC=C1)=O (N-(1-sec-butylthio-2,2,2-trichloroethyl)nicotinamide). The yield is 39.4%. RXN SMILES: O[CH:2]([NH:7][C:8](=[O:15])[C:9]1[CH:14]=[CH:13][CH:12]=[N:11][CH:10]=1)[C:3]([Cl:6])([Cl:5])[Cl:4].S(Cl)(Cl)=O.ClC(NC(=O)C1C=CC=NC=1)C(Cl)(Cl)Cl.[CH:35]([SH:39])([CH2:37][CH3:38])[CH3:36].C(=O)(O)[O-].[Na+]>C(N(CC)CC)C.C1C=CC=CC=1>[CH:35]([S:39][CH:2]([NH:7][C:8](=[O:15])[C:9]1[CH:14]=[CH:13][CH:12]=[N:11][CH:10]=1)[C:3]([Cl:6])([Cl:5])[Cl:4])([CH2:37][CH3:38])[CH3:36] |f:4.5|. Procedure details: 150 ml of benzene was added to 5.0 g of N-(1-hydroxy-2,2,2-trichloroethyl)nicotinamide. 2.6 g of thionyl chloride was added dropwise to the mixture under stirring. Then, the mixture was heated under reflux (60° to 80° C.) for about 5 h to complete the production of N-(1,2,2,2-tetrachloroethyl)nicotinamide. The reaction liquid was cooled to 30° C. or below and 1.7 g of sec-butylmercaptan was added thereto. 3.7 g of triethylamine was added dropwise to the liquid mixture while it was kept at 5° C. ... The product is ClC=1C=NC=C(C1CC1=NNC(C2=CC(=CC=C12)OC)=O)Cl (4-(3,5-Dichloro-pyridin-4-ylmethyl)-7-methoxy-2H-phthalazin-1-one). Conditions: time 8 hour. Procedure details: Hydrazine (18.4 ml, 0.378 moles) was added to a suspension of 3-(3,5-dichloro-pyridin-4-ylmethylen)-6-methoxy-3H-isobenzofuran-1-one (24.4 g, 0.126 moles), obtained as described in example 11, in CH3OH (200 ml), under N2. The mixture was heated under reflux for 1 hour, then kept overnight at room temperature, cooled in ice, and the solid was filtered, washed with very cold CH3OH and dried in oven at 50° C. under vacuum, to give 33.3 g of the title compound (yield: 80%). m.p.: 259-262° C. RXN SMILES: [NH2:1][NH2:2].[Cl:3][C:4]1[CH:5]=[N:6][CH:7]=[C:8]([Cl:23])[C:9]=1[CH:10]=[C:11]1[C:19]2[C:14](=[CH:15][C:16]([O:20][CH3:21])=[CH:17][CH:18]=2)[C:13](=O)[O:12]1>CO>[Cl:3][C:4]1[CH:5]=[N:6][CH:7]=[C:8]([Cl:23])[C:9]=1[CH2:10][C:11]1[C:19]2[C:14](=[CH:15][C:16]([O:20][CH3:21])=[CH:17][CH:18]=2)[C:13](=[O:12])[NH:2][N:1]=1. The yield is 78.6%. Run in CO (CH3OH). Starting materials: NN (Hydrazine), ClC=1C=NC=C(C1C=C1OC(C2=CC(=CC=C12)OC)=O)Cl (3-(3,5-dichloro-pyridin-4-ylmethylen)-6-methoxy-3H-isobenzofuran-1-one).